Dataset: the Open Reaction Database (ORD), a public repository of structured organic reaction records. Task: describe an organic reaction: reactants, conditions, products, and yield Starting materials: C(C1=CC=CC=C1)C1=CC=C(C=C1)NC1=C(C=NC2=CN=C(C=C12)F)C#N (4-(4-benzylphenylamino)-6-fluoro-1,7-naphthyridine-3-carbonitrile), C(=O)(OC(C)(C)C)N1CCN(CC1)CCN (1-N-BOC-4-(2-aminoethyl)piperazine), FC1=NC2=NC=CC=C2C=C1 (fluoronaphthyridine), FC=1C=C2C=CC=NC2=NC1 (6-fluoronaphthyridine). Solvent: C1CCOC1 (THF), C(Cl)Cl (CH2Cl2), CO (MeOH). Yields the product C(C1=CC=CC=C1)C1=CC=C(C=C1)NC1=C(C=NC2=CN=C(C=C12)NCCN1CCN(CC1)C(=O)OC(C)(C)C)C#N (4-(4-benzylphenylamino)-6-(2-(1-N-BOC-piperazin-4-yl)ethylamino)-1,7-naphthyridine-3-carbonitrile). Yield: 23.0%. As a reaction SMILES: [CH2:1]([C:8]1[CH:13]=[CH:12][C:11]([NH:14][C:15]2[C:24]3[C:19](=[CH:20][N:21]=[C:22](F)[CH:23]=3)[N:18]=[CH:17][C:16]=2[C:26]#[N:27])=[CH:10][CH:9]=1)[C:2]1[CH:7]=[CH:6][CH:5]=[CH:4][CH:3]=1.[C:28]([N:35]1[CH2:40][CH2:39][N:38]([CH2:41][CH2:42][NH2:43])[CH2:37][CH2:36]1)([O:30][C:31]([CH3:34])([CH3:33])[CH3:32])=[O:29].FC1C=C2C(=NC=1)N=CC=C2.FC1C=CC2C(=NC=CC=2)N=1>C(Cl)Cl.CO.C1COCC1>[CH2:1]([C:8]1[CH:13]=[CH:12][C:11]([NH:14][C:15]2[C:24]3[C:19](=[CH:20][N:21]=[C:22]([NH:43][CH2:42][CH2:41][N:38]4[CH2:39][CH2:40][N:35]([C:28]([O:30][C:31]([CH3:34])([CH3:33])[CH3:32])=[O:29])[CH2:36][CH2:37]4)[CH:23]=3)[N:18]=[CH:17][C:16]=2[C:26]#[N:27])=[CH:10][CH:9]=1)[C:2]1[CH:7]=[CH:6][CH:5]=[CH:4][CH:3]=1. Procedure details: A microwave vial was charged with 4-(4-benzylphenylamino)-6-fluoro-1,7-naphthyridine-3-carbonitrile (0.100 g, 0.282 mmol), 1-N-BOC-4-(2-aminoethyl)piperazine and 2 mL THF, crimp-sealed, and heated in a microwave reactor at 180° C. for 35 minutes, until TLC analysis (5% MeOH in CH2Cl2) showed disappearance of the 6-fluoronaphthyridine. This process was repeated with 3 additional aliquots of the fluoronaphthyridine (0.120 g, 0.100 g, 0.100 g), and the contents of all 4 vials were then combined, pa... The reactants are C(C1=CC=CC=C1)[Mg]Cl (benzylmagnesium chloride), COC=1C=C2C(C(COC2=CC1)NC(OCC)=O)=O (ethyl 6-methoxy-4-oxochroman-3-ylcarbamate). Run in C1CCOC1 (THF). Conditions: temperature 0 celsius, time 1 hour. Product: C(C1=CC=CC=C1)C1(C(COC2=CC=C(C=C12)OC)NC(OCC)=O)O (Ethyl 4-benzyl-4-hydroxy-6-methoxychroman-3-ylcarbamate). RXN SMILES: [CH2:1]([Mg]Cl)[C:2]1[CH:7]=[CH:6][CH:5]=[CH:4][CH:3]=1.[CH3:10][O:11][C:12]1[CH:13]=[C:14]2[C:19](=[CH:20][CH:21]=1)[O:18][CH2:17][CH:16]([NH:22][C:23](=[O:27])[O:24][CH2:25][CH3:26])[C:15]2=[O:28]>C1COCC1>[CH2:1]([C:15]1([OH:28])[C:14]2[C:19](=[CH:20][CH:21]=[C:12]([O:11][CH3:10])[CH:13]=2)[O:18][CH2:17][CH:16]1[NH:22][C:23](=[O:27])[O:24][CH2:25][CH3:26])[C:2]1[CH:7]=[CH:6][CH:5]=[CH:4][CH:3]=1. Procedure details: 26.4 ml (52.8 mmol) of benzylmagnesium chloride under nitrogen atmosphere were cooled to 0° C. with an ice bath and 3.5 g (13.2 mmol) ethyl 6-methoxy-4-oxochroman-3-ylcarbamate dissolved in 100 ml dry THF were slowly added. The mixture was stirred at 0° C. for 1 h. The cooling bath was removed and saturated ammonium chloride solution was added. Water was added until a clear solution was obtained. The phases were separated and the organic phase was washed with saturated ammonium chloride solution... The reactants are C1CCOC1, C[Zn+], COC(=O)CC1CCn2c1c(I)c1cc(OCc3ccc(C4CCCC4)c(C(F)(F)F)c3)ccc12, [Cl-]. Product: COC(=O)CC1CCn2c1c(C)c1cc(OCc3ccc(C4CCCC4)c(C(F)(F)F)c3)ccc12. Reaction SMILES: [CH2:39]1[O:40][CH2:41][CH2:42][CH2:43]1.[CH3:37][Zn+:38].[CH:1]1([c:6]2[c:7]([C:32]([F:33])([F:34])[F:35])[cH:8][c:9]([CH2:10][O:11][c:12]3[cH:13][c:14]4[c:15]([I:29])[c:16]5[n:17]([c:18]4[cH:19][cH:20]3)[CH2:21][CH2:22][CH:23]5[CH2:24][C:25](=[O:26])[O:27][CH3:28])[cH:30][cH:31]2)[CH2:2][CH2:3][CH2:4][CH2:5]1.[Cl-:36]>>[CH:1]1([c:6]2[c:7]([C:32]([F:33])([F:34])[F:35])[cH:8][c:9]([CH2:10][O:11][c:12]3[cH:13][c:14]4[c:15]([CH3:37])[c:16]5[n:17]([c:18]4[cH:19][cH:20]3)[CH2:21][CH2:22][CH:23]5[CH2:24][C:25](=[O:26])[O:27][CH3:28])[cH:30][cH:31]2)[CH2:2][CH2:3][CH2:4][CH2:5]1. Procedure details: To a stirred solution of 17.4 parts of lithium in 140 parts of dry 1,1'-oxybisethane is added dropwise a small amount of a solution of 193.7 parts of iodomethane in 210 parts of dry 1,1'-oxybisethane. After the reaction is started by heating, there are added 420 parts of dry 1,1'-oxybisethane. The remainder of the solution is added dropwise at reflux temperature. Stirring at reflux is continued for 45 minutes. Then there are added portionwise (quickly) 41.8 parts of 4-[(4-methylphenyl)amino]-1-(... Solvent: O (water). The yield is 62.4%. The reactants are 17.4, [Li] (lithium), O(CC)CC (1,1'-oxybisethane), 193.7, IC (iodomethane), O(CC)CC (1,1'-oxybisethane), O(CC)CC (1,1'-oxybisethane), CC1=CC=C(C=C1)NC1(CCN(CC1)CCC1=CC=CC=C1)C(=O)O (4-[(4-methylphenyl)amino]-1-(2-phenylethyl)-4-piperidinecarboxylic acid). Run at time 45 minute. The product is 26, CC1=CC=C(C=C1)NC1(CCN(CC1)CCC1=CC=CC=C1)C(C)=O (1-{4-[(4-methylphenyl)amino]-1-(2-phenylethyl)-4-piperidinyl}ethanone). Reaction SMILES: [Li].[O:2]([CH2:5][CH3:6])CC.IC.[CH3:9][C:10]1[CH:15]=[CH:14][C:13]([NH:16][C:17]2(C(O)=O)[CH2:22][CH2:21][N:20]([CH2:23][CH2:24][C:25]3[CH:30]=[CH:29][CH:28]=[CH:27][CH:26]=3)[CH2:19][CH2:18]2)=[CH:12][CH:11]=1>O>[CH3:9][C:10]1[CH:11]=[CH:12][C:13]([NH:16][C:17]2([C:5](=[O:2])[CH3:6])[CH2:18][CH2:19][N:20]([CH2:23][CH2:24][C:25]3[CH:26]=[CH:27][CH:28]=[CH:29][CH:30]=3)[CH2:21][CH2:22]2)=[CH:14][CH:15]=1 |^1:0|.